This data is from the Open Reaction Database (ORD), a public repository of structured organic reaction records. The task is: describe an organic reaction: reactants, conditions, products, and yield Product: Cc1cc(N(C)C)c2c(=O)n(CCCCC(C)O)c(=O)n(C)c2n1. As a reaction SMILES: [C:1](=[O:2])([CH3:3])[O:4][CH:5]([CH2:6][CH2:7][CH2:8][CH2:9][n:10]1[c:11](=[O:26])[n:12]([CH3:25])[c:13]2[c:14]([c:15]1=[O:16])[c:17]([N:22]([CH3:23])[CH3:24])[cH:18][c:19]([CH3:21])[n:20]2)[CH3:27].[CH3:30][OH:31].[K+:29].[OH-:28].[OH2:32]>>[OH:4][CH:5]([CH2:6][CH2:7][CH2:8][CH2:9][n:10]1[c:11](=[O:26])[n:12]([CH3:25])[c:13]2[c:14]([c:15]1=[O:16])[c:17]([N:22]([CH3:23])[CH3:24])[cH:18][c:19]([CH3:21])[n:20]2)[CH3:27]. Reactants: CC(=O)OC(C)CCCCn1c(=O)c2c(N(C)C)cc(C)nc2n(C)c1=O, CO, [K+], [OH-], O. The solvent is CO (methanol). Procedure details: 1-[3-(3,4-Dinitro-phenoxy)-propyl]-piperidine [3.2 g] was dissolved in methanol (20 ml) and palladium on carbon (1.12 g, 10%) and formic acid (2 ml) was added. The mixture was hydrogenated at 50 psi for 3 hours and the mixture was filtered through celite. The filtrate was concentrated to afford 4-(3-piperidin-1-yl-propoxy)-benzene-1,2-diamine [2.45 g, Intermediate (39)] product as a dark oil. LC/MS: 250 (M+H). Conditions: time 3 hour. As a reaction SMILES: [N+:1]([C:4]1[CH:5]=[C:6]([CH:17]=[CH:18][C:19]=1[N+:20]([O-])=O)[O:7][CH2:8][CH2:9][CH2:10][N:11]1[CH2:16][CH2:15][CH2:14][CH2:13][CH2:12]1)([O-])=O.C(O)=O>CO.[Pd]>[N:11]1([CH2:10][CH2:9][CH2:8][O:7][C:6]2[CH:5]=[C:4]([NH2:1])[C:19]([NH2:20])=[CH:18][CH:17]=2)[CH2:16][CH2:15][CH2:14][CH2:13][CH2:12]1. Reactants: [N+](=O)([O-])C=1C=C(OCCCN2CCCCC2)C=CC1[N+](=O)[O-] (1-[3-(3,4-Dinitro-phenoxy)-propyl]-piperidine), C(=O)O (formic acid). Reagents/catalysts: [Pd] (palladium on carbon). The yield is 95.0%. Yields the product N1(CCCCC1)CCCOC=1C=C(C(=CC1)N)N (4-(3-piperidin-1-yl-propoxy)-benzene-1,2-diamine).